The task is: describe an organic reaction: reactants, conditions, products, and yield. This data is from the Open Reaction Database (ORD), a public repository of structured organic reaction records. Reported procedure: A mixture of dimethyl 3-methyl-L-aspartate (Preparation 64, 23 g, 82.55 mmol), CuCO3.Cu(OH)2 (21.9 g, 99.05 mmol) in water (250 mL) was heated to 70° C. for 4 hours. The resulting precipitate was filtered and the filtrate cooled to 0° C. Ammonium sulfide (20% in water, 67.5 mL, 198 mmol) was added slowly ensuring the temperature did not rise above 5° C. The reaction was filtered through arbocel to remove the copper residues and the filtrate concentrated in vacuo. The residue was redissolved in M... Yields the product N[C@H](C(=O)O)C(C(=O)OC)C ((2S)-2-Amino-4-methoxy-3-methyl-4-oxobutanoic acid). Run at temperature 70 celsius. Run in O (water). Reagents/catalysts: C(=O)([O-])[O-].O.O.[Cu].[Cu+2] (CuCO3.Cu(OH)2). Starting materials: CC([C@H](N)C(=O)OC)C(=O)OC (dimethyl 3-methyl-L-aspartate), Ammonium sulfide. Reaction SMILES: [CH3:1][CH:2]([C:9]([O:11][CH3:12])=[O:10])[C@@H:3]([C:5]([O:7]C)=[O:6])[NH2:4].[NH4+]=S>O.C([O-])([O-])=O.O.O.[Cu].[Cu+2]>[NH2:4][C@@H:3]([CH:2]([CH3:1])[C:9]([O:11][CH3:12])=[O:10])[C:5]([OH:7])=[O:6] |f:3.4.5.6.7|.